Dataset: the Open Reaction Database (ORD), a public repository of structured organic reaction records. Task: describe an organic reaction: reactants, conditions, products, and yield The reactants are C1(=CC=CC=C1)C=1C(C(C(C1C1=CC=CC=C1)C1=CC=CC=C1)C1=CC=CC=C1)=O (2,3,4,5-tetraphenylcyclopent-2-enone), C(=C)C1=CC=C(C=C1)[Li] (p-vinylphenyllithium), BrC=CC1=CC=CC=C1 (bromostyrene). Solvent: CCOCC (ether). The product is C1(=CC=CC=C1)C1=C(C(=C(C1C1=CC=CC=C1)C1=CC=CC=C1)C1=CC=C(C=C1)C=C)C1=CC=CC=C1 (1,2,4,5-Tetraphenyl-3-p-vinylphenylcyclopenta-1,3-diene). As a reaction SMILES: [C:1]1([C:7]2[C:8](=O)[CH:9]([C:24]3[CH:29]=[CH:28][CH:27]=[CH:26][CH:25]=3)[CH:10]([C:18]3[CH:23]=[CH:22][CH:21]=[CH:20][CH:19]=3)[C:11]=2[C:12]2[CH:17]=[CH:16][CH:15]=[CH:14][CH:13]=2)[CH:6]=[CH:5][CH:4]=[CH:3][CH:2]=1.C([C:33]1[CH:38]=[CH:37][C:36]([Li])=[CH:35][CH:34]=1)=C.Br[CH:41]=[CH:42]C1C=CC=CC=1>CCOCC>[C:1]1([C:7]2[CH:8]([C:33]3[CH:38]=[CH:37][CH:36]=[CH:35][CH:34]=3)[C:9]([C:24]3[CH:29]=[CH:28][CH:27]=[CH:26][CH:25]=3)=[C:10]([C:18]3[CH:23]=[CH:22][C:21]([CH:41]=[CH2:42])=[CH:20][CH:19]=3)[C:11]=2[C:12]2[CH:17]=[CH:16][CH:15]=[CH:14][CH:13]=2)[CH:6]=[CH:5][CH:4]=[CH:3][CH:2]=1. Reported procedure: 1,2,4,5-Tetraphenyl-3-p-vinylphenylcyclopenta-1,3-diene was prepared from 37.8 g (0.098 mol) of 2,3,4,5-tetraphenylcyclopent-2-enone and 0.5 mol of p-vinylphenyllithium (from 7 g (1 mol) of Li and 91.52 g (0.5 mol of bromostyrene) in 300 ml of ether and was purified analogously to 1,2,3,4-tetraphenyl-5-p-vinylphenylcyclopenta-1,3-diene. (Yield: 37 g (80%)) Starting materials: N1=CC=CC=C1 (pyridine), NC1=CC=C(C(=O)OCC)C=C1 (ethyl 4-aminobenzoate), C1=C(C=CC2=CC=CC=C12)/C=C/C(=O)Cl ((E)-3-(2-naphthyl)propenoyl chloride). Run in C(Cl)Cl (DCM). Reaction conditions: time 8 hour. Yields the product C1=C(C=CC2=CC=CC=C12)C=CC(=O)NC1=CC=C(C(=O)OCC)C=C1 (Ethyl 4-(3-naphthalen-2-yl-acryloylamino)benzoate). Isolated yield 79.6%. RXN SMILES: N1C=CC=CC=1.[NH2:7][C:8]1[CH:18]=[CH:17][C:11]([C:12]([O:14][CH2:15][CH3:16])=[O:13])=[CH:10][CH:9]=1.[CH:19]1[C:28]2[C:23](=[CH:24][CH:25]=[CH:26][CH:27]=2)[CH:22]=[CH:21][C:20]=1/[CH:29]=[CH:30]/[C:31](Cl)=[O:32]>C(Cl)Cl>[CH:19]1[C:28]2[C:23](=[CH:24][CH:25]=[CH:26][CH:27]=2)[CH:22]=[CH:21][C:20]=1[CH:29]=[CH:30][C:31]([NH:7][C:8]1[CH:9]=[CH:10][C:11]([C:12]([O:14][CH2:15][CH3:16])=[O:13])=[CH:17][CH:18]=1)=[O:32]. Procedure: Anhydrous pyridine (0.331 g, 4.2 mmol, 1.2 eq) and ethyl 4-aminobenzoate (0.577 g, 3.50 mmol) were added to a solution of (E)-3-(2-naphthyl)propenoyl chloride (prepared from its corresponding acid) (0.757 g, 3.50 mmo) in anhydrous DCM (15 ml) under Ar. After stirring overnight at room temperature, the white precipitate was filtered, washed with DCM (10 ml) and dried under vacuum to give the amide 42 (0.960 g, 2.78 mmol, 80%) as a white solid, mp 173-175° C. 1H NMR (400 MHz, DMSO-d6) δ 1.30 (3H, ... The reactants are CCC(=O)NCC1=C(C=CC(=C1)C(C)=O)Cl (methyl N-[(5-acetyl-2-chlorophenyl)methyl]acetamide), NO (hydroxylamine), C(C)O (ethanol). Product: ClC1=C(C=C(C=C1)C(C)=NO)CNC(OC)=O (methyl N-[[2-chloro-5-[1-(hydroxyimino)ethyl]phenyl]methyl]carbamate). RXN SMILES: CC[C:3]([NH:5][CH2:6][C:7]1[CH:12]=[C:11]([C:13](=O)[CH3:14])[CH:10]=[CH:9][C:8]=1[Cl:16])=[O:4].[NH2:17][OH:18].[CH2:19]([OH:21])C>>[Cl:16][C:8]1[CH:9]=[CH:10][C:11]([C:13](=[N:17][OH:18])[CH3:14])=[CH:12][C:7]=1[CH2:6][NH:5][C:3](=[O:4])[O:21][CH3:19]. Procedure: To a solution of methyl N-[(5-acetyl-2-chlorophenyl)methyl]acetamide (0.5 g, 2.1 mmol) (prepared according the method given in European Patent Publication EP 1586552) in ethanol (10 mL) was added an aqueous solution hydroxylamine (50% by wt) (0.82 g, 12.4 mmol). The reaction mixture was heated at refluxed overnight, and then concentrated to provide methyl N-[[2-chloro-5-[1-(hydroxyimino)ethyl]phenyl]methyl]carbamate as a white solid, which was used without purification. To N,N-dimethylformamide ... Starting materials: CN(C)CC=1SC=C(N1)CSCCN (2-(2-dimethylaminomethyl-4-thiazolylmethylthio)ethylamine), [N+](=O)([O-])NC1=NC=C(C(N1)=O)CC1=CC(=NC=C1)OC (2-nitroamino-5-(2-methoxy-4-pyridyl)methyl-4-pyrimidone). The solvent is C(C)O (ethanol). Yields the product CN(C)CC=1SC=C(N1)CSCCNC1=NC=C(C(N1)=O)CC1=CC(=NC=C1)OC (2-[2-(2-dimethylaminomethyl-4-thiazolylmethylthio)ethyl]amino-5-(2-methoxy-4-pyridyl)methyl-4-pyrimidone). As a reaction SMILES: [CH3:1][N:2]([CH2:4][C:5]1[S:6][CH:7]=[C:8]([CH2:10][S:11][CH2:12][CH2:13][NH2:14])[N:9]=1)[CH3:3].[N+](N[C:19]1[NH:24][C:23](=[O:25])[C:22]([CH2:26][C:27]2[CH:32]=[CH:31][N:30]=[C:29]([O:33][CH3:34])[CH:28]=2)=[CH:21][N:20]=1)([O-])=O>C(O)C>[CH3:3][N:2]([CH2:4][C:5]1[S:6][CH:7]=[C:8]([CH2:10][S:11][CH2:12][CH2:13][NH:14][C:19]2[NH:24][C:23](=[O:25])[C:22]([CH2:26][C:27]3[CH:32]=[CH:31][N:30]=[C:29]([O:33][CH3:34])[CH:28]=3)=[CH:21][N:20]=2)[N:9]=1)[CH3:1]. Reported procedure: Following the procedure of Example 1, a reaction mixture was prepared from 1.62 g. of 2-(2-dimethylaminomethyl-4-thiazolylmethylthio)ethylamine and 1.94 g. of 2-nitroamino-5-(2-methoxy-4-pyridyl)methyl-4-pyrimidone and 30 ml. of ethanol. The reaction mixture was stirred and heated at refluxing temperature for about 42 hours. The volatile constituents were removed by evaporation and the residue purified by high pressure liquid gradient elution chromatography (silica-ethanol/ethyl acetate/ammonium... The reactants are C(C1=CC=CC=C1)N([C@H]1CCC(NC1)=O)CC1=CC=CC=C1 ((S)-5-dibenzylaminopiperidin-2-one), ice water, [H-].[Na+] (sodium hydride), FC1=CC=C(CBr)C=C1 (4-fluorobenzylbromide). The solvent is CN(C=O)C (dimethylformamide). Conditions: temperature 70 celsius, time 8 hour. Product: C(C1=CC=CC=C1)N([C@H]1CCC(N(C1)CC1=CC=C(C=C1)F)=O)CC1=CC=CC=C1 ((S)-5-dibenzylamino-1-(4-fluorobenzyl)-piperidin-2-one). As a reaction SMILES: [CH2:1]([N:8]([CH2:16][C:17]1[CH:22]=[CH:21][CH:20]=[CH:19][CH:18]=1)[C@@H:9]1[CH2:14][NH:13][C:12](=[O:15])[CH2:11][CH2:10]1)[C:2]1[CH:7]=[CH:6][CH:5]=[CH:4][CH:3]=1.[H-].[Na+].[F:25][C:26]1[CH:33]=[CH:32][C:29]([CH2:30]Br)=[CH:28][CH:27]=1>CN(C)C=O>[CH2:16]([N:8]([CH2:1][C:2]1[CH:3]=[CH:4][CH:5]=[CH:6][CH:7]=1)[C@@H:9]1[CH2:14][N:13]([CH2:30][C:29]2[CH:32]=[CH:33][C:26]([F:25])=[CH:27][CH:28]=2)[C:12](=[O:15])[CH2:11][CH2:10]1)[C:17]1[CH:22]=[CH:21][CH:20]=[CH:19][CH:18]=1 |f:1.2|. Reported procedure: 0.8 g (S)-5-dibenzylaminopiperidin-2-one (see 5.1) are placed in 8 ml dimethylformamide, then 200 mg sodium hydride (60% in mineral oil) and 0.4 ml 4-fluorobenzylbromide are added. The reaction mixture is stirred overnight at 70° C. and then combined with ice water. The precipitate is filtered off and washed with water. The product is purified by chromatography (silica gel, petroleum ether/ethyl acetate and ethyl acetate/methanol). 0.5 g product are obtained as an oil. Analytical HPLC-MS (method... Reagents/catalysts: C=1C=CC(=CC1)/C=C/C(=O)/C=C/C2=CC=CC=C2.C=1C=CC(=CC1)/C=C/C(=O)/C=C/C2=CC=CC=C2.C=1C=CC(=CC1)/C=C/C(=O)/C=C/C2=CC=CC=C2.[Pd].[Pd] (Pd2dba3). Reaction SMILES: C1(P(C2CCCCC2)C2C=CC=CC=2C2C(C(C)C)=CC(C(C)C)=CC=2C(C)C)CCCCC1.[O:35]1[CH2:40][CH2:39][N:38]([C:41]2[CH:42]=[C:43]([NH2:47])[CH:44]=[N:45][CH:46]=2)[CH2:37][CH2:36]1.Cl[C:49]1[C:58]2[C:53](=[C:54]([Cl:59])[CH:55]=[CH:56][CH:57]=2)[N:52]=[C:51]([C:60]2[CH:65]=[C:64]([CH3:66])[CH:63]=[CH:62][N:61]=2)[C:50]=1[CH3:67].CC(C)([O-])C.[Na+]>C1(C)C=CC=CC=1.C1C=CC(/C=C/C(/C=C/C2C=CC=CC=2)=O)=CC=1.C1C=CC(/C=C/C(/C=C/C2C=CC=CC=2)=O)=CC=1.C1C=CC(/C=C/C(/C=C/C2C=CC=CC=2)=O)=CC=1.[Pd].[Pd]>[Cl:59][C:54]1[CH:55]=[CH:56][CH:57]=[C:58]2[C:53]=1[N:52]=[C:51]([C:60]1[CH:65]=[C:64]([CH3:66])[CH:63]=[CH:62][N:61]=1)[C:50]([CH3:67])=[C:49]2[NH:47][C:43]1[CH:44]=[N:45][CH:46]=[C:41]([N:38]2[CH2:39][CH2:40][O:35][CH2:36][CH2:37]2)[CH:42]=1 |f:3.4,6.7.8.9.10|. Starting materials: C1(CCCCC1)P(C1=C(C=CC=C1)C1=C(C=C(C=C1C(C)C)C(C)C)C(C)C)C1CCCCC1 (dicyclohexyl(2′,4′,6′-triisopropylbiphenyl-2-yl)phosphine), CC(C)([O-])C.[Na+] (sodium tert-butoxide), O1CCN(CC1)C=1C=C(C=NC1)N (5-morpholinopyridin-3-amine), ClC1=C(C(=NC2=C(C=CC=C12)Cl)C1=NC=CC(=C1)C)C (4,8-dichloro-3-methyl-2-(4-methylpyridin-2-yl)quinoline). Yields the product ClC=1C=CC=C2C(=C(C(=NC12)C1=NC=CC(=C1)C)C)NC=1C=NC=C(C1)N1CCOCC1 (8-chloro-3-methyl-2-(4-methylpyridin-2-yl)-N-(5-morpholinopyridin-3-yl)quinolin-4-amine). Solvent: C1(=CC=CC=C1)C (toluene). Procedure: The Buchwald coupled product was prepared according to Procedure H using dicyclohexyl(2′,4′,6′-triisopropylbiphenyl-2-yl)phosphine (0.021 g, 0.044 mmol), 5-morpholinopyridin-3-amine (0.060 g, 0.33 mmol), 4,8-dichloro-3-methyl-2-(4-methylpyridin-2-yl)quinoline (0.084 g, 0.28 mmol) and Pd2dba3 (0.010 g, 0.011 mmol) and sodium tert-butoxide (0.067 g, 0.70 mmol) in toluene (2.8 mL) at 100° C. for 1.6 h. The crude product was purified by column chromatography on alumina (0 to 50% EtOAc in hexanes). T... The reactants are CN(C)CCN, O=C(Cl)N1CCC(Oc2ccccc2)C1, C1CCOC1, c1ccncc1. Product: CN(C)CCNC(=O)N1CCC(Oc2ccccc2)C1. Reaction SMILES: [CH3:22][N:23]([CH2:24][CH2:25][NH2:26])[CH3:27].[O:1]([c:2]1[cH:3][cH:4][cH:5][cH:6][cH:7]1)[CH:8]1[CH2:9][N:10]([C:13](=[O:14])[Cl:15])[CH2:11][CH2:12]1.[O:28]1[CH2:29][CH2:30][CH2:31][CH2:32]1.[cH:16]1[cH:17][cH:18][n:19][cH:20][cH:21]1>>[O:1]([c:2]1[cH:3][cH:4][cH:5][cH:6][cH:7]1)[CH:8]1[CH2:9][N:10]([C:13](=[O:14])[NH:26][CH2:25][CH2:24][N:23]([CH3:22])[CH3:27])[CH2:11][CH2:12]1. The reactants are C(C)(C)(C)[Si](OC1=CC(=CC=2C(OC[C@@H](C(N[C@@H](CSCC21)C(=O)OC)=O)NC(=O)OC(C)(C)C)=O)N2C(C1=CC=CC=C1C2=O)=O)(C)C (tert-butyl (4R,7S)-14-(tertbutyldimethylsilyloxy)-1,3,4,5,6,7,8,10-octahydro-4-methoxycarbonyl-6,10-dioxo-12-(1,3-dioxo-1,3-dihydro-isoindol-2-yl)-9,2,5-benzoxathiaazacyclododecine-7-carbamate), [BH4-].[Na+] (sodium borohydride), S(O)(O)(=O)=O (sulfuric acid), C=O (formaldehyde). Solvent: O1CCCC1 (tetrahydrofuran), O1CCCC1 (tetrahydrofuran), C(C)(=O)OCC (ethyl acetate). Run at time 4 hour. Product: OC1=CC(=CC=2C(OC[C@@H](C(N[C@@H](CSCC21)C(=O)OC)=O)NC(=O)OC(C)(C)C)=O)N(C)C (tert-butyl (4R, 7S)-1,3,4,5,6,7,8,10-octahydro-14-hydroxy-4-methoxycarbonyl-12-dimethylamino-6,10-dioxo-9,2,5-benzoxathiaazacyclododecine-7-carbamate). The yield is 76.3%. Reaction SMILES: C([Si](C)(C)[O:6][C:7]1[C:22]2[CH2:21][S:20][CH2:19][C@@H:18]([C:23]([O:25][CH3:26])=[O:24])[NH:17][C:16](=[O:27])[C@@H:15]([NH:28][C:29]([O:31][C:32]([CH3:35])([CH3:34])[CH3:33])=[O:30])[CH2:14][O:13][C:12](=[O:36])[C:11]=2[CH:10]=[C:9]([N:37]2[C:45](=O)C3C(=CC=CC=3)[C:38]2=O)[CH:8]=1)(C)(C)C.[BH4-].[Na+].S(=O)(=O)(O)O.C=O>O1CCCC1.C(OCC)(=O)C>[OH:6][C:7]1[C:22]2[CH2:21][S:20][CH2:19][C@@H:18]([C:23]([O:25][CH3:26])=[O:24])[NH:17][C:16](=[O:27])[C@@H:15]([NH:28][C:29]([O:31][C:32]([CH3:35])([CH3:33])[CH3:34])=[O:30])[CH2:14][O:13][C:12](=[O:36])[C:11]=2[CH:10]=[C:9]([N:37]([CH3:45])[CH3:38])[CH:8]=1 |f:1.2|. Reported procedure: A solution of 47 mg of the product of Example 159 and 27 mg of sodium borohydride in 5 ml of tetrahydrofuran was added within 10 minutes to a mixture of 0.08 ml of 6N sulfuric acid and 0.05 ml of 40% aqueous formaldehyde in 2 ml of tetrahydrofuran at 0° C. Stirring was continued for 4 hours at 0° C. The mixture was diluted with ethyl acetate, and then washed with 10% sodium carbonate solution and with brine. The organic layer was dried over sodium sulfate and evaporated in vacuo. The residue was... The reactants are FC1=CC=C(C=C1)C(O)(C1CCNCC1)C1=CC=C(C=C1)F (α,α-bis(4-fluorophenyl)-4-piperidinemethanol), ClCC(=O)NC (2-chloro-N-methylacetamide), C([O-])([O-])=O.[Na+].[Na+] (sodium carbonate), O (water). Reagents/catalysts: [I-].[K+] (potassium iodide). Solvent: CN(C=O)C (N,N-dimethylformamide). Product: FC1=CC=C(C=C1)C(C1CCN(CC1)CC(=O)NC)(O)C1=CC=C(C=C1)F (4-[Bis(4-fluorophenyl)hydroxymethyl]-N-methyl-1-piperidineacetamide). Isolated yield 94.8%. As a reaction SMILES: [F:1][C:2]1[CH:7]=[CH:6][C:5]([C:8]([C:16]2[CH:21]=[CH:20][C:19]([F:22])=[CH:18][CH:17]=2)([CH:10]2[CH2:15][CH2:14][NH:13][CH2:12][CH2:11]2)[OH:9])=[CH:4][CH:3]=1.Cl[CH2:24][C:25]([NH:27][CH3:28])=[O:26].C(=O)([O-])[O-].[Na+].[Na+].O>CN(C)C=O.[I-].[K+]>[F:1][C:2]1[CH:7]=[CH:6][C:5]([C:8]([C:16]2[CH:17]=[CH:18][C:19]([F:22])=[CH:20][CH:21]=2)([OH:9])[CH:10]2[CH2:11][CH2:12][N:13]([CH2:24][C:25]([NH:27][CH3:28])=[O:26])[CH2:14][CH2:15]2)=[CH:4][CH:3]=1 |f:2.3.4,7.8|. Reported procedure: A mixture of 12.1 g (0.040 mole) of α,α-bis(4-fluorophenyl)-4-piperidinemethanol, 5.2 g (0.048 mole) of 2-chloro-N-methylacetamide, 17.0 g (0.160 mole) of anhydrous sodium carbonate and 0.4 g (0.002 mole) of potassium iodide in 100 mL of N,N-dimethylformamide was heated on a steam bath for 16 h. The mixture was poured into 1.5 L of water and extracted twice with 500 mL portions of ethyl acetate. The ethyl acetate layers were combined, washed with water and brine, dried (MgSO4), and concentrated ... The reactants are [Si](C)(C)(C(C)(C)C)O[C@H]1C[C@@H](CC2=CC=C3[C@@H]4CC=C(C(C)(C)O\C=C\CC(C)(C)O[Si](CC)(CC)CC)[C@]4(CC[C@@H]3[C@@]12C)C)O[Si](C)(C)C(C)(C)C (1α,3β-Bis(tert-butyldimethylsilyloxy)-20-{4-triethylsilyloxy-4-methyl-(2E)-pentenyloxy}-20-methylpregna-5,7,16-triene), O1CCCC1.[F-].C(CCC)[N+](CCCC)(CCCC)CCCC (tetra-n-butylammonium fluoride tetrahydrofuran). The product is O[C@H]1C[C@@H](CC2=CC=C3[C@@H]4CC=C(C(C)(C)O\C=C\CC(C)(C)O)[C@]4(CC[C@@H]3[C@@]12C)C)O (1α,3β-dihydroxy-20-{4-hydroxy-4-methyl-(2E)-pentenyloxy}-20-methylpregna-5,7,16-triene). Yield: 96.6%. Reaction SMILES: [Si]([O:8][C@@H:9]1[C@@:43]2([CH3:44])[C:13](=[CH:14][CH:15]=[C:16]3[C@@H:42]2[CH2:41][CH2:40][C@@:39]2([CH3:45])[C@H:17]3[CH2:18][CH:19]=[C:20]2[C:21]([O:24]/[CH:25]=[CH:26]/[CH2:27][C:28]([O:31][Si](CC)(CC)CC)([CH3:30])[CH3:29])([CH3:23])[CH3:22])[CH2:12][C@@H:11]([O:46][Si](C(C)(C)C)(C)C)[CH2:10]1)(C(C)(C)C)(C)C.O1CCCC1.[F-].C([N+](CCCC)(CCCC)CCCC)CCC>>[OH:8][C@@H:9]1[C@@:43]2([CH3:44])[C:13](=[CH:14][CH:15]=[C:16]3[C@@H:42]2[CH2:41][CH2:40][C@@:39]2([CH3:45])[C@H:17]3[CH2:18][CH:19]=[C:20]2[C:21]([O:24]/[CH:25]=[CH:26]/[CH2:27][C:28]([OH:31])([CH3:30])[CH3:29])([CH3:23])[CH3:22])[CH2:12][C@@H:11]([OH:46])[CH2:10]1 |f:1.2.3|. Procedure: 1α,3β-Bis(tert-butyldimethylsilyloxy)-20-{4-triethylsilyloxy-4-methyl-(2E)-pentenyloxy}-20-methylpregna-5,7,16-triene (136 mg, 0.173 mmol) and a 1M tetra-n-butylammonium fluoride tetrahydrofuran solution (5 ml) were subjected to reaction using a procedure similar to that of Example 5(2) (3 hours), worked up and purified by column chromatography (ethyl acetate) to give the titled compound (74 mg, 97%) as a colorless foam.